From a dataset of the Open Reaction Database (ORD), a public repository of structured organic reaction records. describe an organic reaction: reactants, conditions, products, and yield The reactants are BrBr (bromine), IC=1N=C(C=2N=CN([C@H]3[C@H](O)[C@H](O)[C@@H](CO)O3)C2N1)N (2-iodoadenosine), OS(=O)[O-].[Na+] (NaHSO3). Run in CC(=O)[O-].[Na+] (NaOAc). Conditions: time 8 hour. Product: IC=1N=C(C=2N=C(N([C@H]3[C@H](O)[C@H](O)[C@@H](CO)O3)C2N1)Br)N (2-iodo-8-bromoadenosine). As a reaction SMILES: [I:1][C:2]1[N:3]=[C:4]([NH2:20])[C:5]2[N:6]=[CH:7][N:8]([C:18]=2[N:19]=1)[C@@H:9]1[O:17][C@H:14]([CH2:15][OH:16])[C@@H:12]([OH:13])[C@H:10]1[OH:11].[Br:21]Br.OS([O-])=O.[Na+]>CC([O-])=O.[Na+]>[I:1][C:2]1[N:3]=[C:4]([NH2:20])[C:5]2[N:6]=[C:7]([Br:21])[N:8]([C:18]=2[N:19]=1)[C@@H:9]1[O:17][C@H:14]([CH2:15][OH:16])[C@@H:12]([OH:13])[C@H:10]1[OH:11] |f:2.3,4.5|. Reported procedure: 2-Iodoadenosine (1, 2.93 g, 7.45 mmol) was dissolved in NaOAc buffer (1.0 M, pH 4, 50 ml) at 50° C. The solution was cooled to room temperature and bromine (0.46 mL, 8.94 mmol) was added. After stirring overnight at room temperature, adding NaHSO3 destroyed the excess of bromine and the pH of the solution was adjusted to 7 with NaOH solution (5 M). The reaction mixture was kept at 4° C. for 5 hr and the precipitate was filtered. The white solid was washed with water and dried. Yield 2.43 mg (5.1... Reactants: O=C([O-])[O-], CN(C)C=O, CCCC12CCC(=O)C=C1c1c(cc(O)c(Cl)c1Cl)CC2, N#CCCl, [K+], [K+], O. The product is CCCC12CCC(=O)C=C1c1c(cc(OCC#N)c(Cl)c1Cl)CC2. Reaction SMILES: [C:22](=[O:23])([O-:24])[O-:25].[CH3:33][N:34]([CH3:35])[CH:36]=[O:37].[Cl:1][c:2]1[c:3]([OH:21])[cH:4][c:5]2[c:14]([c:15]1[Cl:16])[C:13]1=[CH:12][C:11](=[O:17])[CH2:10][CH2:9][C:8]1([CH2:18][CH2:19][CH3:20])[CH2:7][CH2:6]2.[Cl:28][CH2:29][C:30]#[N:31].[K+:26].[K+:27].[OH2:32]>>[Cl:1][c:2]1[c:3]([O:21][CH2:29][C:30]#[N:31])[cH:4][c:5]2[c:14]([c:15]1[Cl:16])[C:13]1=[CH:12][C:11](=[O:17])[CH2:10][CH2:9][C:8]1([CH2:18][CH2:19][CH3:20])[CH2:7][CH2:6]2. Starting materials: COC=1C=CC(=C(C(=O)N)C1)NC (5-Methoxy-2-methylamino-benzamide), ClC(Cl)Cl (trichloromethane), C(C1=CC=CC=C1)(=O)Cl (benzoyl chloride). Run at time 90 minute. Yields the product COC=1C=C2C(N=C(N(C2=CC1)C)C1=CC=CC=C1)=O (6-Methoxy-1-methyl-2-phenyl-1H-quinazolin-4-one). As a reaction SMILES: [CH3:1][O:2][C:3]1[CH:4]=[CH:5][C:6]([NH:12][CH3:13])=[C:7]([CH:11]=1)[C:8]([NH2:10])=[O:9].C(Cl)(=O)[C:15]1[CH:20]=[CH:19][CH:18]=[CH:17][CH:16]=1.Cl[CH:24](Cl)Cl>>[CH3:1][O:2][C:3]1[CH:11]=[C:7]2[C:6](=[CH:5][CH:4]=1)[N:12]([CH3:24])[C:13]([C:15]1[CH:20]=[CH:19][CH:18]=[CH:17][CH:16]=1)=[N:10][C:8]2=[O:9]. Procedure details: 1.00 g (5.55 mmol) 5-Methoxy-2-methylamino-benzamide were dissolved in 25 ml trichloromethane and 2.34 g (1.93 ml, 16.6 mmol) benzoyl chloride were added. The mixture was boiled for 90 min. After filtration the residue was dissolved in trichloromethane and saturated sodium bicarbonate solution. The organic solution was dried over magnesium sulfate and evaporated under vacuum. Reaction SMILES: [CH2:1]1[CH2:2][O:3][CH2:4][CH2:5][NH:6]1.[F:7][C:8]([F:9])([F:10])[S:11]([c:12]1[cH:13][cH:14][c:15]([C:16]#[N:17])[cH:18][cH:19]1)(=[O:20])=[O:21].[OH2:22]>>[CH2:1]1[CH2:2][O:3][CH2:4][CH2:5][N:6]1[c:12]1[cH:13][cH:14][c:15]([C:16]#[N:17])[cH:18][cH:19]1. Product: N#Cc1ccc(N2CCOCC2)cc1. Starting materials: C1COCCN1, N#Cc1ccc(S(=O)(=O)C(F)(F)F)cc1, O. Starting materials: C=Cc1ccc(C(C)C)nc1, CN1CCc2[nH]c3ccc(Cl)cc3c2C1, [K+], [OH-], O. Product: CC(C)c1ccc(CCn2c3c(c4cc(Cl)ccc42)CN(C)CC3)cn1. RXN SMILES: [CH:18]([CH3:19])([CH3:20])[c:21]1[n:22][cH:23][c:24]([CH:27]=[CH2:28])[cH:25][cH:26]1.[Cl:1][c:2]1[cH:3][c:4]2[c:5]3[c:6]([nH:7][c:8]2[cH:9][cH:10]1)[CH2:11][CH2:12][N:13]([CH3:15])[CH2:14]3.[K+:17].[OH-:16].[OH2:29]>>[Cl:1][c:2]1[cH:3][c:4]2[c:5]3[c:6]([n:7]([CH2:28][CH2:27][c:24]4[cH:23][n:22][c:21]([CH:18]([CH3:19])[CH3:20])[cH:26][cH:25]4)[c:8]2[cH:9][cH:10]1)[CH2:11][CH2:12][N:13]([CH3:15])[CH2:14]3.